From a dataset of the Open Reaction Database (ORD), a public repository of structured organic reaction records. describe an organic reaction: reactants, conditions, products, and yield Starting materials: [BH4-].[Li+] (lithium borohydride), BrC=1C=C(C(=NC1)C(=O)Cl)F (5-Bromo-3-fluoropyridine-2-carbonyl chloride), CO (methanol). Solvent: O1CCCC1 (tetrahydrofuran). Run at temperature 0 celsius, time 30 minute. Yields the product BrC=1C=C(C(=NC1)CO)F ((5-bromo-3-fluoropyridin-2-yl)methanol). RXN SMILES: [Br:1][C:2]1[CH:3]=[C:4]([F:11])[C:5]([C:8](Cl)=[O:9])=[N:6][CH:7]=1.[BH4-].[Li+].CO>O1CCCC1>[Br:1][C:2]1[CH:3]=[C:4]([F:11])[C:5]([CH2:8][OH:9])=[N:6][CH:7]=1 |f:1.2|. Procedure details: 5-Bromo-3-fluoropyridine-2-carbonyl chloride (0.50 g, 2.1 mmol) was dissolved in tetrahydrofuran (10 mL), cooled to 0° C. and treated with lithium borohydride (1.0 mL, 2 M tetrahydrofuran solution, 2.1 mmol, 1 equiv). After stirring for 30 minutes at 0° C., the mixture was treated with methanol (2 mL) and concentrated in vacuo. The residue was purified by silica gel gradient chromatography (100:0 to 0:100; hexanes:ethyl acetate), providing the titled compound. Yields the product CCOC(=O)c1ccc(-c2ccc(OCCCCCl)c(-c3ccc4c(c3)C(C)(C)CCC4(C)C)c2)cc1. The reactants are OCCCCCl, CC(C)OC(=O)N=NC(=O)OC(C)C, C1CCOC1, O, CCOC(=O)c1ccc(-c2ccc(O)c(-c3ccc4c(c3)C(C)(C)CCC4(C)C)c2)cc1, c1ccc(P(c2ccccc2)c2ccccc2)cc1. Reaction SMILES: [Cl:66][CH2:67][CH2:68][CH2:69][CH2:70][OH:71].[O:52]=[C:53]([O:54][CH:55]([CH3:56])[CH3:57])[N:58]=[N:59][C:60]([O:61][CH:62]([CH3:63])[CH3:64])=[O:65].[O:72]1[CH2:73][CH2:74][CH2:75][CH2:76]1.[OH2:77].[OH:1][c:2]1[c:3](-[c:19]2[cH:20][c:21]3[c:26]([cH:27][cH:28]2)[C:25]([CH3:29])([CH3:30])[CH2:24][CH2:23][C:22]3([CH3:31])[CH3:32])[cH:4][c:5](-[c:8]2[cH:9][cH:10][c:11]([C:14](=[O:15])[O:16][CH2:17][CH3:18])[cH:12][cH:13]2)[cH:6][cH:7]1.[c:33]1([P:34]([c:35]2[cH:36][cH:37][cH:38][cH:39][cH:40]2)[c:41]2[cH:42][cH:43][cH:44][cH:45][cH:46]2)[cH:47][cH:48][cH:49][cH:50][cH:51]1>>[O:1]([c:2]1[c:3](-[c:19]2[cH:20][c:21]3[c:26]([cH:27][cH:28]2)[C:25]([CH3:29])([CH3:30])[CH2:24][CH2:23][C:22]3([CH3:31])[CH3:32])[cH:4][c:5](-[c:8]2[cH:9][cH:10][c:11]([C:14](=[O:15])[O:16][CH2:17][CH3:18])[cH:12][cH:13]2)[cH:6][cH:7]1)[CH2:70][CH2:69][CH2:68][CH2:67][Cl:66]. Starting materials: above product, C[C@H]1N=C2N(C(=NC3=C2C=NN3C3=CC=CC=C3)Cl)[C@@H]1C1=CC=CC=C1 ((2R-trans)-2,7-dihydro-2-methyl-3,7-diphenyl-5-chloro-3H-imidazo[1,2-c]pyrazolo[4,3-e]pyrimidine), [O-]CCC (propoxide), [Na] (sodium), [Na+].[Cl-] (NaCl). The solvent is C(CC)O (n-propanol), C(CC)O (n-propanol). The product is C[C@H]1N=C2N(C(=NC3=C2C=NN3C3=CC=CC=C3)OCCC)[C@@H]1C1=CC=CC=C1 ((2R-trans)-2,7-dihydro-2-methyl-3,7-diphenyl-5-propoxy-3H-imidazo[1,2-c]pyrazolo[4,3-e]pyrimidine). Reaction SMILES: [Na].[CH3:2][C@@H:3]1[C@@H:21]([C:22]2[CH:27]=[CH:26][CH:25]=[CH:24][CH:23]=2)[N:6]2[C:7](Cl)=[N:8][C:9]3[N:13]([C:14]4[CH:19]=[CH:18][CH:17]=[CH:16][CH:15]=4)[N:12]=[CH:11][C:10]=3[C:5]2=[N:4]1.[O-:28][CH2:29][CH2:30][CH3:31].[Na+].[Cl-]>C(O)CC>[CH3:2][C@@H:3]1[C@@H:21]([C:22]2[CH:27]=[CH:26][CH:25]=[CH:24][CH:23]=2)[N:6]2[C:7]([O:28][CH2:29][CH2:30][CH3:31])=[N:8][C:9]3[N:13]([C:14]4[CH:19]=[CH:18][CH:17]=[CH:16][CH:15]=4)[N:12]=[CH:11][C:10]=3[C:5]2=[N:4]1 |f:3.4,^1:0|. Procedure details: 51 mg sodium was dissolved in 5 ml n-propanol. 670 mg of the above product (2R-trans)-2,7-dihydro-2-methyl-3,7-diphenyl-5-chloro-3H-imidazo[1,2-c]pyrazolo[4,3-e]pyrimidine dissolved in 15 ml n-propanol was added to the propoxide solution with stirring. After 1 hour the reaction was poured into 200 ml saturated NaCl and the extracts were dried over MgSO4, filtered and concentrated to yield an oil which was purified by radial chromatography (30-50-70-90% ethanol/ hexane, 2 mm plate) to yield 600 m... The reactants are N1C=CC2=CC(=CC=C12)B(O)O (5-indolylboronic acid), NC1=NC=C(N=C1)Br (2-amino-5-bromopyrazine), C([O-])([O-])=O.[Na+].[Na+] (sodium carbonate), C(OC)COC (dimethoxyethane). Reagents/catalysts: Cl[Pd]([P](C1=CC=CC=C1)(C2=CC=CC=C2)C3=CC=CC=C3)([P](C4=CC=CC=C4)(C5=CC=CC=C5)C6=CC=CC=C6)Cl (dichlorobis(triphenylphosphine)palladium(II)). Run in O (water), O (water). Reaction conditions: temperature 90 celsius. Product: hexanes ethyl acetate, N1C=CC2=CC(=CC=C12)C=1N=CC(=NC1)N (5-(1H-indol-5-yl)-pyrazin-2-ylamine). Isolated yield 41.2%. RXN SMILES: [NH:1]1[C:9]2[C:4](=[CH:5][C:6](B(O)O)=[CH:7][CH:8]=2)[CH:3]=[CH:2]1.[NH2:13][C:14]1[CH:19]=[N:18][C:17](Br)=[CH:16][N:15]=1.C(=O)([O-])[O-].[Na+].[Na+].C(COC)OC>Cl[Pd](Cl)([P](C1C=CC=CC=1)(C1C=CC=CC=1)C1C=CC=CC=1)[P](C1C=CC=CC=1)(C1C=CC=CC=1)C1C=CC=CC=1.O>[NH:1]1[C:9]2[C:4](=[CH:5][C:6]([C:17]3[N:18]=[CH:19][C:14]([NH2:13])=[N:15][CH:16]=3)=[CH:7][CH:8]=2)[CH:3]=[CH:2]1 |f:2.3.4,^1:35,54|. Procedure: Nitrogen was bubbled through a solution of 5-indolylboronic acid (340 mg, 2.11 mmol), 2-amino-5-bromopyrazine (245 mg, 1.41 mmol), sodium carbonate (493 mg, 4.65 mmol), dimethoxyethane (12 mL), and water (4 mL) for 15 min. After this time, the solution was treated with dichlorobis(triphenylphosphine)palladium(II) (98 mg, 0.14 mmol), and the resulting reaction mixture was heated at 90° C. for 2 d. The reaction was then poured into water (50 mL) and extracted with ethyl acetate (3×50 mL). The comb... The reactants are ClC=1C(C(=C(C(C1Cl)=O)C#N)C#N)=O (2,3-dichloro-5,6-dicyano-1,4-benzoquinone), C(=O)(O)C=1C=CC=C2C3=C(NC12)CN(CC3)CC(=O)NC(C(C(F)(F)F)=O)C(C)C (2-(8-Carboxy-1,2,3,4-tetrahydropyrido[3,4-b]indol-2-yl)-N-(3,3,3-trifluoro-1-isopropyl-2-oxopropyl)acetamide), C(C)(=O)OCC (Ethyl acetate). Run in O1CCOCC1 (dioxane). Run at time 8 hour. Product: C(=O)(O)C=1C=CC=C2C3=C(NC12)CN(C=C3)CC(=O)NC(C(C(F)(F)F)=O)C(C)C (2-(8-Carboxy-1,2-dihydropyrido[3,4-b]indol-2-yl)-N-(3,3,3-trifluoro-1-isopropyl-2-oxopropyl)acetamide). Yield: 40.2%. Reaction SMILES: [C:1]([C:4]1[CH:5]=[CH:6][CH:7]=[C:8]2[C:12]=1[NH:11][C:10]1[CH2:13][N:14]([CH2:17][C:18]([NH:20][CH:21]([CH:28]([CH3:30])[CH3:29])[C:22](=[O:27])[C:23]([F:26])([F:25])[F:24])=[O:19])[CH2:15][CH2:16][C:9]2=1)([OH:3])=[O:2].ClC1C(=O)C(C#N)=C(C#N)C(=O)C=1Cl.C(OCC)(=O)C>O1CCOCC1>[C:1]([C:4]1[CH:5]=[CH:6][CH:7]=[C:8]2[C:12]=1[NH:11][C:10]1[CH2:13][N:14]([CH2:17][C:18]([NH:20][CH:21]([CH:28]([CH3:30])[CH3:29])[C:22](=[O:27])[C:23]([F:25])([F:24])[F:26])=[O:19])[CH:15]=[CH:16][C:9]2=1)([OH:3])=[O:2]. Procedure details: 2-(8-Carboxy-1,2,3,4-tetrahydropyrido[3,4-b]indol-2-yl)-N-(3,3,3-trifluoro-1-isopropyl-2-oxopropyl)acetamide (0.14 g) was dissolved in dioxane (50 mL), and 2,3-dichloro-5,6-dicyano-1,4-benzoquinone (0.45 g) was added. The resulting solution was allowed to stir overnight. Ethyl acetate (150 mL) was added and the solution was washed (H2O, brine), dried, and evaporated. The resulting solid was recrystallized from ethyl acetate to give the title compound (0.056 g); mp 260-262° C. Reactants: C12CC(CC2CC1)=O (bicyclo[3.2.0]heptan-3-one), NOS(=O)(=O)O (hydroxylamine-O-sulfonic acid), [OH-].[Na+] (sodium hydroxide), ice water. Solvent: C(=O)O (formic acid). Yields the product O=C1NCC2CCC2C1 (4-Oxo-3-azabicyclo[4.2.0]octane). Isolated yield 8.8%. Reaction SMILES: [CH:1]12[CH2:7][CH2:6][CH:5]1[CH2:4][C:3](=[O:8])[CH2:2]2.[NH2:9]OS(O)(=O)=O.[OH-].[Na+]>C(O)=O>[O:8]=[C:3]1[CH2:4][CH:5]2[CH:1]([CH2:7][CH2:6]2)[CH2:2][NH:9]1 |f:2.3|. Procedure details: To a solution of 0.48 g of bicyclo[3.2.0]heptan-3-one in 8 ml of formic acid was added 725 mg of hydroxylamine-O-sulfonic acid, followed by heat-refluxing for 3 hours. The reaction mixture was allowed to cool, poured into ice water, neutralized with a 5N sodium hydroxide aqueous solution, and extracted with chloroform. The organic layer was washed, dried, and concentrated under reduced pressure. The residue was purified by silica gel column chromatography to give 48 mg of the title compound as a...